This data is from the Open Reaction Database (ORD), a public repository of structured organic reaction records. The task is: describe an organic reaction: reactants, conditions, products, and yield Starting materials: [Si](C1=CC=CC=C1)(C1=CC=CC=C1)(C(C)(C)C)OCC=1C(=C(C2=C(C(=NO2)C(=O)OCC)C1)F)N1C[C@H](O[C@H](C1)C)C (Ethyl 5-((tert-butyldiphenylsilyloxy)methyl)-6-((2R,6S)-2,6-dimethylmorpholino)-7-fluorobenzo[d]isoxazole-3-carboxylate), [Si](C1=CC=CC=C1)(C1=CC=CC=C1)(C(C)(C)C)OCC=1C(=C(C2=C(C(=NO2)C(=O)OCC)C1)F)N1C[C@H](O[C@H](C1)C)C (Ethyl 5-((tert-butyldiphenylsilyloxy)methyl)-6-((2R,6S)-2,6-dimethylmorpholino)-7-fluorobenzo[d]isoxazole-3-carboxylate), C1(CC1)CN (cyclopropylmethanamine). Product: [Si](C1=CC=CC=C1)(C1=CC=CC=C1)(C(C)(C)C)OCC=1C(=C(C2=C(C(=NO2)C(=O)NCC2CC2)C1)F)N1C[C@H](O[C@H](C1)C)C (5-((tert-butyldiphenylsilyloxy)methyl)-N-(cyclopropylmethyl)-6-((2R,6S)-2,6-dimethylmorpholino)-7-fluorobenzo[d]isoxazole-3-carboxamide). RXN SMILES: [Si:1]([O:18][CH2:19][C:20]1[C:21]([N:35]2[CH2:40][C@H:39]([CH3:41])[O:38][C@H:37]([CH3:42])[CH2:36]2)=[C:22]([F:34])[C:23]2[O:27][N:26]=[C:25]([C:28](OCC)=[O:29])[C:24]=2[CH:33]=1)([C:14]([CH3:17])([CH3:16])[CH3:15])([C:8]1[CH:13]=[CH:12][CH:11]=[CH:10][CH:9]=1)[C:2]1[CH:7]=[CH:6][CH:5]=[CH:4][CH:3]=1.[CH:43]1([CH2:46][NH2:47])[CH2:45][CH2:44]1>>[Si:1]([O:18][CH2:19][C:20]1[C:21]([N:35]2[CH2:40][C@H:39]([CH3:41])[O:38][C@H:37]([CH3:42])[CH2:36]2)=[C:22]([F:34])[C:23]2[O:27][N:26]=[C:25]([C:28]([NH:47][CH2:46][CH:43]3[CH2:45][CH2:44]3)=[O:29])[C:24]=2[CH:33]=1)([C:14]([CH3:17])([CH3:15])[CH3:16])([C:8]1[CH:13]=[CH:12][CH:11]=[CH:10][CH:9]=1)[C:2]1[CH:7]=[CH:6][CH:5]=[CH:4][CH:3]=1. Reported procedure: Starting materials: Ethyl 5-((tert-butyldiphenylsilyloxy)methyl)-6-((2R,6S)-2,6-dimethylmorpholino)-7-fluorobenzo[d]isoxazole-3-carboxylate (Intermediate 204) and cyclopropylmethanamine Starting materials: IC=1C(=NC=CC1OC1=CC=C(C=C1)OC1=CC=CC=C1)N (3-iodo-4-(4-phenoxyphenoxy)pyridin-2-amine), CC1(OB(OC1(C)C)C=1C=C(C=CC1)NC(CC)=O)C (N-(3-(4,4,5,5-tetramethyl-1,3,2-dioxaborolan-2-yl)phenyl)propionamide). Yields the product NC1=NC=CC(=C1C=1C=C(C=CC1)NC(CC)=O)OC1=CC=C(C=C1)OC1=CC=CC=C1 (N-(3-(2-amino-4-(4-phenoxyphenoxy)pyridin-3-yl)phenyl)propionamide). The yield is 49.0%. Reaction SMILES: I[C:2]1[C:3]([NH2:22])=[N:4][CH:5]=[CH:6][C:7]=1[O:8][C:9]1[CH:14]=[CH:13][C:12]([O:15][C:16]2[CH:21]=[CH:20][CH:19]=[CH:18][CH:17]=2)=[CH:11][CH:10]=1.CC1(C)C(C)(C)OB([C:31]2[CH:32]=[C:33]([NH:37][C:38](=[O:41])[CH2:39][CH3:40])[CH:34]=[CH:35][CH:36]=2)O1>>[NH2:22][C:3]1[C:2]([C:35]2[CH:34]=[C:33]([NH:37][C:38](=[O:41])[CH2:39][CH3:40])[CH:32]=[CH:31][CH:36]=2)=[C:7]([O:8][C:9]2[CH:14]=[CH:13][C:12]([O:15][C:16]3[CH:21]=[CH:20][CH:19]=[CH:18][CH:17]=3)=[CH:11][CH:10]=2)[CH:6]=[CH:5][N:4]=1. Procedure: N-(3-(2-amino-4-(4-phenoxyphenoxy)pyridin-3-yl)phenyl)propionamide was prepared from 3-iodo-4-(4-phenoxyphenoxy)pyridin-2-amine and N-(3-(4,4,5,5-tetramethyl-1,3,2-dioxaborolan-2-yl)phenyl)propionamide using Method C (49% yield). HPLC: 98%, RT=4.186 min. MS: m/z=426 [M+H]+, RT=4.18 min. 1H-NMR (DMSO-d6) δ 10.01 (s, 1H), 7.94 (d, 1H), 7.73 (s, 1H), 7.63 (d, 1H), 7.44 (t, 1H), 7.39 (t, 2H), 7.24 (s, 2H), 7.16-7.01 (m, 8H), 6.35 (d, 1H), 2.32 (q, 2H), 1.07 (t, 3H). Starting materials: FCC(CF)(C)N1C=C(C(C2=CC(=C(C=C12)F)F)=O)C(=O)O (1-(1-fluoromethyl-1-methyl-2-fluoroethyl)-6,7-difluoro-1,4-dihydro-4-oxo-3-quinolinecarboxylic acid), [C@H]12OCCN[C@@H]2CNC1 ((1S,6R)-2-oxa-5,8-diazabicyclo[4.3.0]nonane), N12CCN(CC1)CC2 (1,4-diazabicyclo[2.2.2]octane). Run in C(C)#N (acetonitrile). Product: FCC(CF)(C)N1C=C(C(C2=CC(=C(C=C12)N1C[C@H]2NCCO[C@H]2C1)F)=O)C(=O)O (1-(1-Fluoromethyl-1-methyl-2-fluoroethyl)-6-fluoro-7-[(1S,6R)-2-oxa-5,8-diazabicyclo[4.3.0]non-8-yl]-1,4-dihydro-4-oxo-3-quinolinecarboxylic Acid). As a reaction SMILES: [F:1][CH2:2][C:3]([N:7]1[C:16]2[C:11](=[CH:12][C:13]([F:18])=[C:14](F)[CH:15]=2)[C:10](=[O:19])[C:9]([C:20]([OH:22])=[O:21])=[CH:8]1)([CH3:6])[CH2:4][F:5].[C@H:23]12[CH2:31][NH:30][CH2:29][C@H:28]1[NH:27][CH2:26][CH2:25][O:24]2.N12CCN(CC1)CC2>C(#N)C>[F:1][CH2:2][C:3]([N:7]1[C:16]2[C:11](=[CH:12][C:13]([F:18])=[C:14]([N:30]3[CH2:31][C@H:23]4[C@H:28]([NH:27][CH2:26][CH2:25][O:24]4)[CH2:29]3)[CH:15]=2)[C:10](=[O:19])[C:9]([C:20]([OH:22])=[O:21])=[CH:8]1)([CH3:6])[CH2:4][F:5]. Reported procedure: A solution of 1-(1-fluoromethyl-1-methyl-2-fluoroethyl)-6,7-difluoro-1,4-dihydro-4-oxo-3-quinolinecarboxylic acid (400 mg, 1.26 mmol), (1S,6R)-2-oxa-5,8-diazabicyclo[4.3.0]nonane (176 mg, 1.39 mmol) and 1,4-diazabicyclo[2.2.2]octane (141 mg, 1.26 mmol) in absol. acetonitrile (20 ml) is heated under reflux overnight. After cooling the reaction mixture to room temperature, the precipitated crystals are filtered off and washed with acetonitrile. The reactants are O (water), ClC1=CC=C(C(=O)C2=C(C(=C(N2C)CC(=O)OCC)C(=O)OCC)O)C=C1 (Ethyl 5-(p-chlorobenzoyl)-3-ethoxycarbonyl-4-hydroxy-1-methylpyrrole-2-acetate), [H-].[Na+] (sodium hydride), COS(=O)(=O)OC (dimethylsulfate). Solvent: CN(C=O)C (dimethylformamide). Run at time 10 minute. The product is C(C)OC(CC=1N(C(=C(C1C(=O)OCC)OC)C(C1=CC=C(C=C1)Cl)=O)C)=O (ethyl-5-(p-chlorobenzoyl)-3-ethoxycarbonyl-4-methoxy-1-methylpyrrole-2-acetate). Yield: 90.4%. RXN SMILES: [Cl:1][C:2]1[CH:27]=[CH:26][C:5]([C:6]([C:8]2[N:12]([CH3:13])[C:11]([CH2:14][C:15]([O:17][CH2:18][CH3:19])=[O:16])=[C:10]([C:20]([O:22][CH2:23][CH3:24])=[O:21])[C:9]=2[OH:25])=[O:7])=[CH:4][CH:3]=1.[H-].[Na+].[CH3:30]OS(OC)(=O)=O.O>CN(C)C=O>[CH2:18]([O:17][C:15](=[O:16])[CH2:14][C:11]1[N:12]([CH3:13])[C:8]([C:6](=[O:7])[C:5]2[CH:26]=[CH:27][C:2]([Cl:1])=[CH:3][CH:4]=2)=[C:9]([O:25][CH3:30])[C:10]=1[C:20]([O:22][CH2:23][CH3:24])=[O:21])[CH3:19] |f:1.2|. Procedure: Ethyl 5-(p-chlorobenzoyl)-3-ethoxycarbonyl-4-hydroxy-1-methylpyrrole-2-acetate (537 mg, 1.37 mmole) is added to a suspension of 70 mg of 50% sodium hydride (1.46 mmole prewashed with hexanes) in 5 ml of dry dimethylformamide (DMF) under nitrogen. After gas ceased to evolve, 150 μl of dimethylsulfate (1.57 mmole) is added all at once. The resulting yellow-orange solution is stirred for an additional 10 minutes before it is poured into 100 ml of water to precipitate the crude product. The mixture ... Starting materials: C1(=CC=CC=C1)[C@H](C)NC1=CN=CC(=N1)N1C=NC2=C1C=CC(=C2)NC(C2=CN=CC=C2)=O (N-[1-(6-{[(1S)-1-phenylethyl]amino}pyrazin-2-yl)-1H-benzimidazol-5-yl]nicotinamide), [H-].[H-].[H-].[H-].[Li+].[Al+3] (LiAlH4). Product: C1(=CC=CC=C1)[C@H](C)NC1=CN=CC(=N1)N1C=NC2=C1C=CC(=C2)NCC=2C=NC=CC2 (1-[6-{[(1S)-1-Phenylethyl]amino}pyrazin-2-yl]-N-(pyridin-3-ylmethyl)-1H-benzimidazol-5-amine). Procedure details: In a procedure analogous to example 46, reaction of N-[1-(6-{[(1S)-1-phenylethyl]amino}pyrazin-2-yl)-1H-benzimidazol-5-yl]nicotinamide (33 mg, 0.10 mmol) with LiAlH4 (5.7 mg 0.15 mmol) furnished the product (10 mg, 24%) after chromatography. Isolated yield 23.7%. As a reaction SMILES: [C:1]1([C@@H:7]([NH:9][C:10]2[N:15]=[C:14]([N:16]3[C:20]4[CH:21]=[CH:22][C:23]([NH:25][C:26](=O)[C:27]5[CH:32]=[CH:31][CH:30]=[N:29][CH:28]=5)=[CH:24][C:19]=4[N:18]=[CH:17]3)[CH:13]=[N:12][CH:11]=2)[CH3:8])[CH:6]=[CH:5][CH:4]=[CH:3][CH:2]=1.[H-].[H-].[H-].[H-].[Li+].[Al+3]>>[C:1]1([C@@H:7]([NH:9][C:10]2[N:15]=[C:14]([N:16]3[C:20]4[CH:21]=[CH:22][C:23]([NH:25][CH2:26][C:27]5[CH:28]=[N:29][CH:30]=[CH:31][CH:32]=5)=[CH:24][C:19]=4[N:18]=[CH:17]3)[CH:13]=[N:12][CH:11]=2)[CH3:8])[CH:2]=[CH:3][CH:4]=[CH:5][CH:6]=1 |f:1.2.3.4.5.6|.